This data is from the Open Reaction Database (ORD), a public repository of structured organic reaction records. The task is: describe an organic reaction: reactants, conditions, products, and yield Starting materials: CS(=O)(=O)Cl, ClCCl, O, COC(=O)CCCCCCCCO, c1ccncc1. Product: COC(=O)CCCCCCCCOS(C)(=O)=O. RXN SMILES: [CH3:23][S:24]([Cl:25])(=[O:26])=[O:27].[Cl:1][CH2:2][Cl:3].[OH2:28].[OH:4][CH2:5][CH2:6][CH2:7][CH2:8][CH2:9][CH2:10][CH2:11][CH2:12][C:13](=[O:14])[O:15][CH3:16].[cH:17]1[cH:18][cH:19][n:20][cH:21][cH:22]1>>[O:4]([CH2:5][CH2:6][CH2:7][CH2:8][CH2:9][CH2:10][CH2:11][CH2:12][C:13](=[O:14])[O:15][CH3:16])[S:24]([CH3:23])(=[O:26])=[O:27]. As a reaction SMILES: [CH3:1][O:2][c:3]1[cH:4][c:5]2[c:10]([cH:11][cH:12]1)[C:9](=[CH:13][C:14](=[O:15])[O:16][CH2:17][CH3:18])[CH2:8][CH2:7][CH2:6]2.[CH3:21][CH2:22][OH:23].[H:19][H:20]>>[CH3:1][O:2][c:3]1[cH:4][c:5]2[c:10]([cH:11][cH:12]1)[CH:9]([CH2:13][C:14](=[O:15])[O:16][CH2:17][CH3:18])[CH2:8][CH2:7][CH2:6]2. The product is CCOC(=O)CC1CCCc2cc(OC)ccc21. Starting materials: CCOC(=O)C=C1CCCc2cc(OC)ccc21, CCO, [H][H]. Starting materials: CC(=O)C(CCC(=O)O)(Cc1ccccc1Br)c1ccccc1, CCO, O=Cc1ccc(Cl)cc1, [Na+], [OH-], O. Product: O=C(O)CCC(Cc1ccccc1Br)(C(=O)C=Cc1ccc(Cl)cc1)c1ccccc1. RXN SMILES: [Br:10][c:11]1[c:12]([CH2:13][C:14]([CH2:15][CH2:16][C:17](=[O:18])[OH:19])([C:20]([CH3:21])=[O:22])[c:23]2[cH:24][cH:25][cH:26][cH:27][cH:28]2)[cH:29][cH:30][cH:31][cH:32]1.[CH3:35][CH2:36][OH:37].[Cl:1][c:2]1[cH:3][cH:4][c:5]([CH:6]=[O:7])[cH:8][cH:9]1.[Na+:34].[OH-:33].[OH2:38]>>[Cl:1][c:2]1[cH:3][cH:4][c:5]([CH:6]=[CH:21][C:20]([C:14]([CH2:13][c:12]2[c:11]([Br:10])[cH:32][cH:31][cH:30][cH:29]2)([CH2:15][CH2:16][C:17](=[O:18])[OH:19])[c:23]2[cH:24][cH:25][cH:26][cH:27][cH:28]2)=[O:22])[cH:8][cH:9]1. The reactants are OC1=C(C=NC2=CC3=C(C=C12)OCO3)C(=O)O (4-hydroxy-6,7-methylenedioxyquinoline-3-carboxylic acid). The solvent is N1=CC=CC2=CC=CC=C12 (quinoline). Product: OC1=CC=NC2=CC3=C(C=C12)OCO3 (4-hydroxy-6,7-methylenedioxyquinoline). The yield is 65.9%. Reaction SMILES: [OH:1][C:2]1[C:11]2[C:6](=[CH:7][C:8]3[O:14][CH2:13][O:12][C:9]=3[CH:10]=2)[N:5]=[CH:4][C:3]=1C(O)=O>N1C2C(=CC=CC=2)C=CC=1>[OH:1][C:2]1[C:11]2[C:6](=[CH:7][C:8]3[O:14][CH2:13][O:12][C:9]=3[CH:10]=2)[N:5]=[CH:4][CH:3]=1. Procedure: A mixture of 17 g (73 mmoles) of 4-hydroxy-6,7-methylenedioxyquinoline-3-carboxylic acid, ref. 3 g, of Cu powder and 100 ml of quinoline was heated at reflux for one-half hour at an internal temperature of 235°-240°. The mixture was filtered, cooled and diluted with 250 ml of Skelly C. Filtration of the resultant precipitate yielded a light brown solid, mp 276°-279° dec. Recrystallizations from EtOH gave 9.1 g of the quinoline, mp 280°-281° C dec. ref. D. Kaminsky and R. I. Meltzer, U.S. Pat. No... The reactants are C(C)(=O)O[C@@H]1[C@@H](C(N1CC1=CC=C(C=C1)OC)=O)[C@@H](C)OC(=O)OCC=C ((3S, 4R)-4-acetoxy-3-[(R)-1-(allyloxycarbonyloxy)ethyl]-1-(p-methoxybenzyl)-2-azetidinone), C1(=CC=CC=C1)SC(=C)O[Si](C)(C)C (1-phenylthio-1-(trimethylsilyloxy)ethylene), C[Si](C)(C)OS(=O)(=O)C(F)(F)F (trimethylsilyltrifluoromethanesulphonate). Solvent: C(C)(=O)OCC (ethyl acetate), C(Cl)Cl (methylene chloride). Reaction conditions: time 8 hour. Yields the product C(C=C)OC(=O)O[C@H](C)[C@H]1C(N([C@@H]1CC(=O)SC1=CC=CC=C1)CC1=CC=C(C=C1)OC)=O ((3S, 4R)-3-[(R)-1-(Allyloxycarbonyloxy)ethyl]-1-(p-methoxybenzyl)-4-[(phenylthio)carbonylmethyl]-2-azetidinone). Yield: 91.7%. Reaction SMILES: C([O:4][C@H:5]1[N:8]([CH2:9][C:10]2[CH:15]=[CH:14][C:13]([O:16][CH3:17])=[CH:12][CH:11]=2)[C:7](=O)[C@H:6]1[C@H:19]([O:21][C:22]([O:24][CH2:25][CH:26]=[CH2:27])=[O:23])[CH3:20])(=O)C.[C:28]1([S:34][C:35]([O:37][Si](C)(C)C)=[CH2:36])[CH:33]=[CH:32][CH:31]=[CH:30][CH:29]=1.C[Si](OS(C(F)(F)F)(=O)=O)(C)C>C(Cl)Cl.C(OCC)(=O)C>[CH2:25]([O:24][C:22]([O:21][C@@H:19]([C@@H:6]1[C@@H:7]([CH2:36][C:35]([S:34][C:28]2[CH:33]=[CH:32][CH:31]=[CH:30][CH:29]=2)=[O:37])[N:8]([CH2:9][C:10]2[CH:15]=[CH:14][C:13]([O:16][CH3:17])=[CH:12][CH:11]=2)[C:5]1=[O:4])[CH3:20])=[O:23])[CH:26]=[CH2:27]. Procedure: To a solution of 377 mg of (3S, 4R)-4-acetoxy-3-[(R)-1-(allyloxycarbonyloxy)ethyl]-1-(p-methoxybenzyl)-2-azetidinone in 2 ml of dry methylene chloride were added 448 mg (2 mmole) of 1-phenylthio-1-(trimethylsilyloxy)ethylene and then the mixture was stirred at room temperature, A catalytic amount of trimethylsilyltrifluoromethanesulphonate was added to the mixture, which was then left to stand at room temperature overnight. The precipitate produced was dissolved in 200 ml of ethyl acetate, and t... Starting materials: N=C(N)N1CCCC(CNC(=O)OCc2ccccc2)C1, ClCCl, CCOC(=O)Cl, Cl, [Na+], [OH-]. The product is CCOC(=O)NC(=N)N1CCCC(CNC(=O)OCc2ccccc2)C1. As a reaction SMILES: [C:8]([NH2:9])(=[NH:10])[N:11]1[CH2:12][CH:13]([CH2:17][NH:18][C:19]([O:20][CH2:21][c:22]2[cH:23][cH:24][cH:25][cH:26][cH:27]2)=[O:28])[CH2:14][CH2:15][CH2:16]1.[CH2:31]([Cl:32])[Cl:33].[Cl:1][C:2](=[O:3])[O:4][CH2:5][CH3:6].[ClH:7].[Na+:30].[OH-:29]>>[C:2](=[O:3])([O:4][CH2:5][CH3:6])[NH:10][C:8](=[NH:9])[N:11]1[CH2:12][CH:13]([CH2:17][NH:18][C:19]([O:20][CH2:21][c:22]2[cH:23][cH:24][cH:25][cH:26][cH:27]2)=[O:28])[CH2:14][CH2:15][CH2:16]1.